This data is from the Open Reaction Database (ORD), a public repository of structured organic reaction records. The task is: describe an organic reaction: reactants, conditions, products, and yield Reactants: P(O)(=O)(OP(=O)(O)O)OC[C@@H]1[C@H]([C@H]([C@@H](O1)N1C=NC=2C(N)=NC=NC12)O)O.[C] (ADP carbon), C(C)(C)(C)C1=C(C=C(C(=C1)CO)C)SC1=C(C[C@](OC1=O)(C(C)C)CCC1=CC=C(C=C1)NC(C)=O)O ((S)-N-(4-{2-[5-(2-tert-Butyl-4-hydroxymethyl-5-methylphenylsulfanyl)-4-hydroxy-2-isopropyl-6-oxo-3,6-dihydro-2H-pyran-2-yl]ethyl}phenyl)acetamide), [OH-].[Na+] (Sodium hydroxide), aqueous solution. Solvent: C(C)(=O)O (acetic acid), C(C)O (ethyl alcohol), O (water), O (water). Run at temperature 108 celsius, time 2.5 hour. Product: NC1=CC=C(C=C1)CC[C@]1(CC(=C(C(O1)=O)SC1=C(C=C(C(=C1)C)CO)C(C)(C)C)O)C(C)C ((S)-6-[2-(4-Aminophenyl)ethyl]-3-(2-tert-butyl-4-hydroxymethyl-5-methylphenylsulfanyl)-4-hydroxy-6-isopropyl-5,6-dihydropyran-2-one). Isolated yield 81.7%. RXN SMILES: [C:1]([C:5]1[CH:10]=[C:9]([CH2:11][OH:12])[C:8]([CH3:13])=[CH:7][C:6]=1[S:14][C:15]1[C:20](=[O:21])[O:19][C@:18]([CH2:25][CH2:26][C:27]2[CH:32]=[CH:31][C:30]([NH:33]C(=O)C)=[CH:29][CH:28]=2)([CH:22]([CH3:24])[CH3:23])[CH2:17][C:16]=1[OH:37])([CH3:4])([CH3:3])[CH3:2].[OH-].[Na+].P(OC[C@H]1O[C@@H](N2C3N=CN=C(N)C=3N=C2)[C@H](O)[C@@H]1O)(OP(O)(O)=O)(=O)O.[C]>C(O)(=O)C.O.C(O)C>[NH2:33][C:30]1[CH:31]=[CH:32][C:27]([CH2:26][CH2:25][C@:18]2([CH:22]([CH3:24])[CH3:23])[O:19][C:20](=[O:21])[C:15]([S:14][C:6]3[CH:7]=[C:8]([CH3:13])[C:9]([CH2:11][OH:12])=[CH:10][C:5]=3[C:1]([CH3:2])([CH3:3])[CH3:4])=[C:16]([OH:37])[CH2:17]2)=[CH:28][CH:29]=1 |f:1.2,3.4|. Procedure: (S)-N-(4-{2-[5-(2-tert-Butyl-4-hydroxymethyl-5-methylphenylsulfanyl)-4-hydroxy-2-isopropyl-6-oxo-3,6-dihydro-2H-pyran-2-yl]ethyl}phenyl)acetamide (27b) (8.90 Kg, 16.4 mol correcting for HPLC purity of 96.8%), water (43 L) and cold ethyl alcohol (76 L) were added to a reactor under an inert atmosphere. Sodium hydroxide, 50% aqueous solution (31 Kg) and water (27 L) were added and the vessel sealed. The mixture was stirred and heated to 108° C. Stirring was continued at 108-112° C. for 2.5 hours. ... Reactants: CCOC(=O)c1c(C)nc2c(O)cccn12, O=C([O-])[O-], Cc1cc(F)cc(C)c1CBr, CC#N, [I-], [K+], [K+], [Na+]. Yields the product CCOC(=O)c1c(C)nc2c(OCc3c(C)cc(F)cc3C)cccn12. Reaction SMILES: [C:1](=[O:2])([O:3][CH2:4][CH3:5])[c:6]1[c:7]([CH3:16])[n:8][c:9]2[n:10]1[cH:11][cH:12][cH:13][c:14]2[OH:15].[C:30](=[O:31])([O-:32])[O-:33].[CH3:17][c:18]1[c:19]([CH2:20][Br:21])[c:22]([CH3:27])[cH:23][c:24]([F:26])[cH:25]1.[CH3:36][C:37]#[N:38].[I-:29].[K+:34].[K+:35].[Na+:28]>>[C:1](=[O:2])([O:3][CH2:4][CH3:5])[c:6]1[c:7]([CH3:16])[n:8][c:9]2[n:10]1[cH:11][cH:12][cH:13][c:14]2[O:15][CH2:20][c:19]1[c:18]([CH3:17])[cH:25][c:24]([F:26])[cH:23][c:22]1[CH3:27]. Product: C(C)(C)OC=1C=C2C(N(C(C2=CC1[N+](=O)[O-])=O)C1CCNCC1)=O (5-isopropoxy-6-nitro-2-piperidin-4-yl-isoindole-1,3-dione). Solvent: C(Cl)Cl (DCM). Conditions: time 1 hour. Procedure details: To a solution of 4-(5-isopropoxy-6-nitro-1,3-dioxo-1,3-dihydro-isoindol-2-yl)-piperidine-1-carboxylic acid tert-butyl ester generated in the previous step in 3 mL of DCM is added TFA (3 mL). The reaction mixture is stirred at room temperature for 1 h. After concentration, water (5 mL) is added to the crude reaction mixture, the resulting mixture is neutralized to pH=8 by adding NaHCO3, and the product is extracted with DCM. The organic extracts are dried over Na2SO4, filtered and concentrated in... RXN SMILES: C(OC([N:8]1[CH2:13][CH2:12][CH:11]([N:14]2[C:22](=[O:23])[C:21]3[C:16](=[CH:17][C:18]([N+:28]([O-:30])=[O:29])=[C:19]([O:24][CH:25]([CH3:27])[CH3:26])[CH:20]=3)[C:15]2=[O:31])[CH2:10][CH2:9]1)=O)(C)(C)C.C(O)(C(F)(F)F)=O.C([O-])(O)=O.[Na+]>C(Cl)Cl>[CH:25]([O:24][C:19]1[CH:20]=[C:21]2[C:16](=[CH:17][C:18]=1[N+:28]([O-:30])=[O:29])[C:15](=[O:31])[N:14]([CH:11]1[CH2:12][CH2:13][NH:8][CH2:9][CH2:10]1)[C:22]2=[O:23])([CH3:27])[CH3:26] |f:2.3|. The reactants are C(C)(C)(C)OC(=O)N1CCC(CC1)N1C(C2=CC(=C(C=C2C1=O)OC(C)C)[N+](=O)[O-])=O (4-(5-isopropoxy-6-nitro-1,3-dioxo-1,3-dihydro-isoindol-2-yl)-piperidine-1-carboxylic acid tert-butyl ester), C(=O)(C(F)(F)F)O (TFA), C(=O)(O)[O-].[Na+] (NaHCO3). Starting materials: FC1=C(C=C(C=C1)F)C(C=1C(=CC(=NC1)C(=O)O)C)S(=O)(=O)C1=CC=C(C=C1)F (5-[(2,5-difluorophenyl)[(4-fluorophenyl)sulfonyl]methyl]-4-methylpyridine-2-carboxylic acid), Cl.C(C)N (ethylamine hydrochloride), ON1N=NC2=C1C=CC=C2 (1-hydroxybenzotriazole), CN1CCOCC1 (4-methylmorpholine), Cl.C(C)N=C=NCCCN(C)C (1-ethyl-3-(3-dimethylaminopropyl)carbodiimide hydrochloride). Run in C(Cl)Cl (methylene chloride). Reaction conditions: time 7 day. The product is FC1=C(C=C(C=C1)F)C(C=1C(=CC(=NC1)C(=O)NCC)C)S(=O)(=O)C1=CC=C(C=C1)F (5-[(2,5-Difluorophenyl)[(4-fluorophenyl)sulfonyl]methyl]-N-ethyl-4-methylpyridine-2-carboxamide). Yield: 90.0%. RXN SMILES: [F:1][C:2]1[CH:7]=[CH:6][C:5]([F:8])=[CH:4][C:3]=1[CH:9]([S:20]([C:23]1[CH:28]=[CH:27][C:26]([F:29])=[CH:25][CH:24]=1)(=[O:22])=[O:21])[C:10]1[C:11]([CH3:19])=[CH:12][C:13]([C:16](O)=[O:17])=[N:14][CH:15]=1.Cl.[CH2:31]([NH2:33])[CH3:32].ON1C2C=CC=CC=2N=N1.CN1CCOCC1.Cl.C(N=C=NCCCN(C)C)C>C(Cl)Cl>[F:1][C:2]1[CH:7]=[CH:6][C:5]([F:8])=[CH:4][C:3]=1[CH:9]([S:20]([C:23]1[CH:28]=[CH:27][C:26]([F:29])=[CH:25][CH:24]=1)(=[O:22])=[O:21])[C:10]1[C:11]([CH3:19])=[CH:12][C:13]([C:16]([NH:33][CH2:31][CH3:32])=[O:17])=[N:14][CH:15]=1 |f:1.2,5.6|. Reported procedure: To a solution of 5-[(2,5-difluorophenyl)[(4-fluorophenyl)sulfonyl]methyl]-4-methylpyridine-2-carboxylic acid (126 mg, 0.30 mmol) obtained in Example 12 in methylene chloride (3 ml), ethylamine hydrochloride (27 mg, 0.33 mmol), 1-hydroxybenzotriazole (45 mg, 0.33 mmol), 4-methylmorpholine (0.073 ml, 0.66 mmol), and 1-ethyl-3-(3-dimethylaminopropyl)carbodiimide hydrochloride (63 mg, 0.33 mmol) were added at room temperature. After stirring for 7 days at room temperature, the reaction mixture was w... Starting materials: ClC=1C=C(C=CC1Cl)C1=CC(=NN1)N1CCC2(OCCO2)CC1 (8-(5-(3,4-dichlorophenyl)-1H-pyrazol-3-yl)-1,4-dioxa-8-azaspiro[4.5]decane), Cl (HCl). The solvent is O1CCOCC1 (1,4-dioxane). Run at temperature 50 celsius, time 2 hour. The product is ClC=1C=C(C=CC1Cl)C1=CC(=NN1)N1CCC(CC1)=O (1-(5-(3,4-dichlorophenyl)-1H-pyrazol-3-yl)piperidin-4-one). Yield: 91.4%. As a reaction SMILES: [Cl:1][C:2]1[CH:3]=[C:4]([C:9]2[NH:13][N:12]=[C:11]([N:14]3[CH2:23][CH2:22][C:17]4(OCC[O:18]4)[CH2:16][CH2:15]3)[CH:10]=2)[CH:5]=[CH:6][C:7]=1[Cl:8].Cl>O1CCOCC1>[Cl:1][C:2]1[CH:3]=[C:4]([C:9]2[NH:13][N:12]=[C:11]([N:14]3[CH2:15][CH2:16][C:17](=[O:18])[CH2:22][CH2:23]3)[CH:10]=2)[CH:5]=[CH:6][C:7]=1[Cl:8]. Reported procedure: To a solution of 8-(5-(3,4-dichlorophenyl)-1H-pyrazol-3-yl)-1,4-dioxa-8-azaspiro[4.5]decane (500 mg) in 1,4-dioxane (5 ml) is added conc. HCl (4 ml), and the mixture is stirred for 2 hours at 50° C. The solvent is removed under reduced pressure. The residue is dissolved in CH2Cl2 and washed with satd. aqueous NaHCO3 (2×), dried (Na2SO4) and filtered, and the solvent is removed under reduced pressure to give 1-(5-(3,4-dichlorophenyl)-1H-pyrazol-3-yl)piperidin-4-one (400 mg). m/z(+) 310/312/314 (M... The reactants are C(CCC)[Li] (n-butyllithium), CC1C(C(CCC1)C)=O (2,6-dimethylcyclohexanone). The reagents and catalysts are [Br-].C[P+](C1=CC=CC=C1)(C1=CC=CC=C1)C1=CC=CC=C1 (Methyltriphenylphosphonium bromide). The solvent is CCOCC (ether). The product is C=C1C(CCCC1C)C (1-methylene-2,6-dimethylcyclohexane). Isolated yield 48.3%. RXN SMILES: [CH2:1]([Li])[CH2:2][CH2:3][CH3:4].C[CH:7]1[CH2:12][CH2:11]C[CH:9](C)[C:8]1=O>[Br-].C[P+](C1C=CC=CC=1)(C1C=CC=CC=1)C1C=CC=CC=1.CCOCC>[CH2:1]=[C:2]1[CH:12]([CH3:11])[CH2:7][CH2:8][CH2:9][CH:3]1[CH3:4] |f:2.3|. Procedure: Methyltriphenylphosphonium bromide (286 g, 0.80 mole) was suspended in ether (1500 ml) and treated with n-butyllithium (1.6M in ether; 500 ml, 0.80 mole), followed by 2,6-dimethylcyclohexanone (50.4 g, 0.40 mole), following the procedure described in Example 12, Part A. The crude product was distilled to give 1-methylene-2,6-dimethylcyclohexane (24 g), b.p. 146°-154° C./760 mm. Starting materials: NC1=C(C(=C(S1)C(=O)OCC)C)C(=O)OCC (diethyl 5-amino-3-methylthiophene-2,4-dicarboxylate), S1C=C(C=C1)CC#N (3-thiopheneacetonitrile), Cl.O1CCOCC1 (hydrogen chloride dioxane), N (ammonia). Conditions: time 10 hour. The product is CC1=C(SC=2N=C(NC(C21)=O)CC2=CSC=C2)C(=O)OCC (Ethyl 5-methyl-4-oxo-2-(thiophen-3-ylmethyl)-3,4-dihydrothieno[2,3-d]pyrimidine-6-carboxylate). As a reaction SMILES: [NH2:1][C:2]1[S:6][C:5]([C:7]([O:9][CH2:10][CH3:11])=[O:8])=[C:4]([CH3:12])[C:3]=1[C:13]([O:15]CC)=O.[S:18]1[CH:22]=[CH:21][C:20]([CH2:23][C:24]#[N:25])=[CH:19]1.Cl.O1CCOCC1.N>>[CH3:12][C:4]1[C:3]2[C:13](=[O:15])[NH:25][C:24]([CH2:23][C:20]3[CH:21]=[CH:22][S:18][CH:19]=3)=[N:1][C:2]=2[S:6][C:5]=1[C:7]([O:9][CH2:10][CH3:11])=[O:8] |f:2.3|. Procedure: 515 Milligrams of diethyl 5-amino-3-methylthiophene-2,4-dicarboxylate and 296 mg of 3-thiopheneacetonitrile were added to 8 mL of 4N hydrogen chloride-dioxane solution and stirred for 10 hours. Thereafter the liquid reaction mixture was poured on ice, and its pH was adjusted to 8-9 with 25% aqueous ammonia. Whereupon precipitated crystals were recovered by filtration and washed first with water, and then with hexane. The crude crystals were recrystallized from a liquid mixture of N,N-dimethylfor...